This data is from the Open Reaction Database (ORD), a public repository of structured organic reaction records. The task is: describe an organic reaction: reactants, conditions, products, and yield The product is ClC1=CC(=C(C=C1)CCCN1C(C=2C(C1=O)=CC=CC2)=O)C(C2=CC=CC=C2)=O (1-[4-Chloro-2-benzoylphenyl]-3-phthalimidopropane). Procedure: A mixture of 2 g (5 mmole) of 1-[4-chloro-2-benzoylphenyl]-3-phthalimidopropyne and 1/2 teaspoonful of Raney nickel in 25 ml of tetrahydrofuran was hydrogenated at room temperature and atmospheric pressure. When 240 ml of hydrogen was absorbed, the catalyst was separated by filtration and the filtrate concentrated at reduced pressure to dryness. The residue was crystallized from a mixture of ether and petroleum to give crude product as a tan solid, mp 94°-97° C. Recrystallization from ether gave... Reaction SMILES: [Cl:1][C:2]1[CH:7]=[CH:6][C:5]([C:8]#[C:9][CH2:10][N:11]2[C:15](=[O:16])[C:14]3=[CH:17][CH:18]=[CH:19][CH:20]=[C:13]3[C:12]2=[O:21])=[C:4]([C:22](=[O:29])[C:23]2[CH:28]=[CH:27][CH:26]=[CH:25][CH:24]=2)[CH:3]=1>[Ni].O1CCCC1>[Cl:1][C:2]1[CH:7]=[CH:6][C:5]([CH2:8][CH2:9][CH2:10][N:11]2[C:15](=[O:16])[C:14]3=[CH:17][CH:18]=[CH:19][CH:20]=[C:13]3[C:12]2=[O:21])=[C:4]([C:22](=[O:29])[C:23]2[CH:28]=[CH:27][CH:26]=[CH:25][CH:24]=2)[CH:3]=1. Solvent: O1CCCC1 (tetrahydrofuran). Reagents/catalysts: [Ni] (Raney nickel). Starting materials: ClC1=CC(=C(C=C1)C#CCN1C(C=2C(C1=O)=CC=CC2)=O)C(C2=CC=CC=C2)=O (1-[4-chloro-2-benzoylphenyl]-3-phthalimidopropyne). The reactants are C(#N)C=1C=C(C=CC1)C1=CC(=C(C(=O)OC(C)(C)C)C=C1)NC1=CC=C(C=C1)F (tert-butyl 4-(3-cyanophenyl)-2-(4-fluoroanilino)benzoate). The solvent is FC(C(=O)O)(F)F (Trifluoroacetic acid). Reaction conditions: time 1 hour. Product: C(#N)C=1C=C(C=CC1)C1=CC(=C(C(=O)O)C=C1)NC1=CC=C(C=C1)F (4-(3-cyanophenyl)-2-(4-fluoroanilino)benzoic acid). As a reaction SMILES: [C:1]([C:3]1[CH:4]=[C:5]([C:9]2[CH:21]=[CH:20][C:12]([C:13]([O:15]C(C)(C)C)=[O:14])=[C:11]([NH:22][C:23]3[CH:28]=[CH:27][C:26]([F:29])=[CH:25][CH:24]=3)[CH:10]=2)[CH:6]=[CH:7][CH:8]=1)#[N:2]>FC(F)(F)C(O)=O>[C:1]([C:3]1[CH:4]=[C:5]([C:9]2[CH:21]=[CH:20][C:12]([C:13]([OH:15])=[O:14])=[C:11]([NH:22][C:23]3[CH:24]=[CH:25][C:26]([F:29])=[CH:27][CH:28]=3)[CH:10]=2)[CH:6]=[CH:7][CH:8]=1)#[N:2]. Reported procedure: Trifluoroacetic acid 10 mL was added to the obtained tert-butyl 4-(3-cyanophenyl)-2-(4-fluoroanilino)benzoate, and it was stirred at room temperature for 1 hour. The solvent was removed under reduced pressure, methanol was added to the obtained residue, and solid matter was filtrated to give 4-(3-cyanophenyl)-2-(4-fluoroanilino)benzoic acid 13 mg of pale yellow solid. The reactants are Cc1cc(C(=O)N2Cc3cnn(C)c3N(C)c3ccccc32)ccc1CCC(=O)OC(C)(C)C, ClCCl, O=C(O)C(F)(F)F. The product is Cc1cc(C(=O)N2Cc3cnn(C)c3N(C)c3ccccc32)ccc1CCC(=O)O. As a reaction SMILES: [C:8]([CH3:9])([CH3:10])([CH3:11])[O:12][C:13]([CH2:14][CH2:15][c:16]1[c:17]([CH3:40])[cH:18][c:19]([C:22](=[O:23])[N:24]2[c:25]3[c:26]([cH:36][cH:37][cH:38][cH:39]3)[N:27]([CH3:35])[c:28]3[n:29]([CH3:34])[n:30][cH:31][c:32]3[CH2:33]2)[cH:20][cH:21]1)=[O:41].[Cl:42][CH2:43][Cl:44].[OH:1][C:2]([C:3]([F:4])([F:5])[F:6])=[O:7]>>[O:12]=[C:13]([CH2:14][CH2:15][c:16]1[c:17]([CH3:40])[cH:18][c:19]([C:22](=[O:23])[N:24]2[c:25]3[c:26]([cH:36][cH:37][cH:38][cH:39]3)[N:27]([CH3:35])[c:28]3[n:29]([CH3:34])[n:30][cH:31][c:32]3[CH2:33]2)[cH:20][cH:21]1)[OH:41]. Starting materials: O (Water), C(C)(C)N(C(C#N)C)C(C)C (2-(diisopropylamino)propionitrile), solution, C(C)[Mg]Br (ethyl magnesium bromide). Run in C(C)OCC (diethyl ether), C(C)OCC (diethyl ether). Product: C(C)(C)N(C(C)C)C(C)CC (N,N-Diisopropyl-sec-butylamine). As a reaction SMILES: [CH:1]([N:4]([CH:9]([CH3:11])[CH3:10])[CH:5]([CH3:8])[C:6]#N)([CH3:3])[CH3:2].[CH2:12]([Mg]Br)C.O>C(OCC)C>[CH:1]([N:4]([CH:5]([CH2:6][CH3:12])[CH3:8])[CH:9]([CH3:11])[CH3:10])([CH3:3])[CH3:2]. Reported procedure: A solution of 2-(diisopropylamino)propionitrile (25.00 g, 0.162 mol) in diethyl ether (20 ml) was added dropwise to a 1M solution of ethyl magnesium bromide in diethyl ether (32.4 ml, 0.324 mol) and the mixture was refluxed for 30 min. Water (25 ml) was added and white precipitate was filtered off and washed with diethyl ether (2×100 ml). The ether solutions were combined, dried over anhydrous magnesium sulfate and the product was isolated by distillation: 13.80 g, 51%, bp 60°-62° C./20 mm Hg. 1...